From a dataset of the Open Reaction Database (ORD), a public repository of structured organic reaction records. describe an organic reaction: reactants, conditions, products, and yield Reactants: OCC1CCC2N(CCN(C2)C2=NC=C(C=C2Cl)Cl)C1 ((7RS,9aSR)-7-hydroxymethyl-2-(3,5-dichloro-pyridin-2-yl)-2,3,4,6,7,8,9,9a-octahydro-1H-pyrido[1,2-a]pyrazine), FC1=CC=C(C=C1)O (4-fluorophenol), C1(=CC=CC=C1)P(C1=CC=CC=C1)C1=CC=CC=C1 (triphenylphosphine), N(=NC(=O)OCC)C(=O)OCC (diethyl azodicarboxylate), Cl (HCl). Solvent: C1CCOC1 (THF), CCOCC (ether), C(C)(=O)OCC (ethyl acetate). Yields the product FC1=CC=C(OCC2CCC3N(CCN(C3)C3=NC=C(C=C3Cl)Cl)C2)C=C1 ((7RS,9aSR)-7-(4-Fluorophenoxy)methyl-2-(3,5-dichloropyridin-2-yl)-2,3,4,6,7,8,9,9a-octahydro-1H-pyrido[1,2-a]pyrazine). Isolated yield 87.3%. Reaction SMILES: [OH:1][CH2:2][CH:3]1[CH2:20][N:7]2[CH2:8][CH2:9][N:10]([C:12]3[C:17]([Cl:18])=[CH:16][C:15]([Cl:19])=[CH:14][N:13]=3)[CH2:11][CH:6]2[CH2:5][CH2:4]1.[F:21][C:22]1[CH:27]=[CH:26][C:25](O)=[CH:24][CH:23]=1.C1(P(C2C=CC=CC=2)C2C=CC=CC=2)C=CC=CC=1.N(C(OCC)=O)=NC(OCC)=O.Cl>C1COCC1.C(OCC)(=O)C.CCOCC>[F:21][C:22]1[CH:27]=[CH:26][C:25]([O:1][CH2:2][CH:3]2[CH2:20][N:7]3[CH2:8][CH2:9][N:10]([C:12]4[C:17]([Cl:18])=[CH:16][C:15]([Cl:19])=[CH:14][N:13]=4)[CH2:11][CH:6]3[CH2:5][CH2:4]2)=[CH:24][CH:23]=1. Procedure: A solution of 0.50 g (1.58 mmol) of (7RS,9aSR)-7-hydroxymethyl-2-(3,5-dichloro-pyridin-2-yl)-2,3,4,6,7,8,9,9a-octahydro-1H-pyrido[1,2-a]pyrazine in 40 mL of THF with 0.266 g (2.32 mmol) of 4-fluorophenol, 0.498 g (1.90 mmol) of triphenylphosphine, and 0.30 mL (1.90 mmol) of diethyl azodicarboxylate was stirred at room temperature for 16 h. The mixture was diluted with ethyl acetate and treated with excess HCl(g) in ether. The solvent was evaporated and the residue washed repeatedly with 1:1 ethy... Procedure: The title compound was prepared from aniline and 2-[(S)-1-phenylethylamino]-4-[6-carboxy-benzimidazol-1-yl]pyrimidine according to the procedure described in EXAMPLE 107. Partial 1H NMR (500 MHz CD3OD): δ 8.72 (br, 1H); 8.55 (br, 1H); 8.32 (br, 1H); 8.18 (s, 1H); 7.83 (d J=7.5 Hz, 1H); 7.76 (d J=7.5 Hz, 1H); 7.70 (d J=7.0 Hz, 2H); 6.78 (δ J=5.0 Hz, 1H); 5.23 (br, 1H); 1.63 (d J=6.0 Hz, 3H). Reaction SMILES: [NH2:1][C:2]1[CH:7]=[CH:6][CH:5]=[CH:4][CH:3]=1.[C:8]1([C@@H:14]([NH:16][C:17]2[N:22]=[C:21]([N:23]3[C:27]4[CH:28]=[C:29]([C:32]([OH:34])=O)[CH:30]=[CH:31][C:26]=4[N:25]=[CH:24]3)[CH:20]=[CH:19][N:18]=2)[CH3:15])[CH:13]=[CH:12][CH:11]=[CH:10][CH:9]=1>>[C:8]1([CH:14]([NH:16][C:17]2[N:22]=[C:21]([N:23]3[C:27]4[CH:28]=[C:29]([C:32]([NH:1][C:2]5[CH:7]=[CH:6][CH:5]=[CH:4][CH:3]=5)=[O:34])[CH:30]=[CH:31][C:26]=4[N:25]=[CH:24]3)[CH:20]=[CH:19][N:18]=2)[CH3:15])[CH:13]=[CH:12][CH:11]=[CH:10][CH:9]=1. Yields the product C1(=CC=CC=C1)C(C)NC1=NC=CC(=N1)N1C=NC2=C1C=C(C=C2)C(=O)NC2=CC=CC=C2 (2-[1-Phenylethylamino]-4-[6-phenylaminocarbonyl-benzimidazol-1-yl]pyrimidine). Starting materials: NC1=CC=CC=C1 (aniline), C1(=CC=CC=C1)[C@H](C)NC1=NC=CC(=N1)N1C=NC2=C1C=C(C=C2)C(=O)O (2-[(S)-1-phenylethylamino]-4-[6-carboxy-benzimidazol-1-yl]pyrimidine). Reaction SMILES: [C:1]([C:3]1[CH:4]=[C:5]([CH:20]=[CH:21][CH:22]=1)[C:6]([NH:8][NH:9][C:10]1[CH:19]=[CH:18][C:13]([C:14]([O:16][CH3:17])=[O:15])=[CH:12][CH:11]=1)=[O:7])#[N:2].[C:23](N1C=CN=C1)(N1C=CN=C1)=[O:24].C(OCC)(=O)C.ClCCl>ClC(Cl)C>[C:1]([C:3]1[CH:4]=[C:5]([C:6]2[O:7][C:23](=[O:24])[N:9]([C:10]3[CH:19]=[CH:18][C:13]([C:14]([O:16][CH3:17])=[O:15])=[CH:12][CH:11]=3)[N:8]=2)[CH:20]=[CH:21][CH:22]=1)#[N:2] |f:2.3|. The solvent is ClC(C)Cl (dichloroethane). The reactants are C(#N)C=1C=C(C(=O)NNC2=CC=C(C(=O)OC)C=C2)C=CC1 (Methyl 4-[2-(3-cyanobenzoyl)hydrazino]benzoate), C(=O)(N1C=NC=C1)N1C=NC=C1 (carbonyldiimidazole), C(C)(=O)OCC.ClCCl (ethyl acetate dichloromethane). The yield is 98.0%. Procedure details: Methyl 4-[2-(3-cyanobenzoyl)hydrazino]benzoate (0.59 g, 2.0 mmol) and carbonyldiimidazole (0.49 g, 3.0 mmol) are stirred at 80° C. in dichloroethane (20 mL) overnight, and the mixture is then subjected to chromatography directly (silica gel, 1:9 ethyl acetate-dichloromethane) to provide methyl 4-[5-(3-cyanophenyl)-2-oxo-1,3,4-oxadiazol-3(2H)-yl]benzoate (0.63 g, 98%). MS (ES+) m/z: 322. Product: C(#N)C=1C=C(C=CC1)C1=NN(C(O1)=O)C1=CC=C(C(=O)OC)C=C1 (methyl 4-[5-(3-cyanophenyl)-2-oxo-1,3,4-oxadiazol-3(2H)-yl]benzoate). The reactants are ClC(=O)OCC1=CC=CC=C1 (benzyl chloroformate), C(C)(C)(C)OC(=O)N1CCN(CC1)C1=C(C=C(C=C1F)N)F (4-(4-amino-2,6-difluoro-phenyl)-piperazine-1-carboxylic acid tert-butyl ester), C(C)(C)(C)OC(=O)N1CCN(CC1)C1=C(C=C(C=C1F)N)F (4-(4-amino-2,6-difluoro-phenyl)-piperazine-1-carboxylic acid tert-butyl ester), CC(=O)C (acetone), C([O-])(O)=O.[Na+] (sodium bicarbonate). The solvent is O (water). Reaction conditions: temperature 0 celsius. Product: C(C)(C)(C)OC(=O)N1CCN(CC1)C1=C(C=C(C=C1F)NC(=O)OCC1=CC=CC=C1)F (4-(4-Benzyloxycarbonylamino-2,6-difluoro-phenyl)-piperazine-1-carboxylic acid tert-butyl ester). Yield: 89.4%. As a reaction SMILES: [C:1]([O:5][C:6]([N:8]1[CH2:13][CH2:12][N:11]([C:14]2[C:19]([F:20])=[CH:18][C:17]([NH2:21])=[CH:16][C:15]=2[F:22])[CH2:10][CH2:9]1)=[O:7])([CH3:4])([CH3:3])[CH3:2].CC(C)=O.C(=O)(O)[O-].[Na+].Cl[C:33]([O:35][CH2:36][C:37]1[CH:42]=[CH:41][CH:40]=[CH:39][CH:38]=1)=[O:34]>O>[C:1]([O:5][C:6]([N:8]1[CH2:9][CH2:10][N:11]([C:14]2[C:15]([F:22])=[CH:16][C:17]([NH:21][C:33]([O:35][CH2:36][C:37]3[CH:42]=[CH:41][CH:40]=[CH:39][CH:38]=3)=[O:34])=[CH:18][C:19]=2[F:20])[CH2:12][CH2:13]1)=[O:7])([CH3:4])([CH3:2])[CH3:3] |f:2.3|. Procedure details: To a solution of 4-(4-amino-2,6-difluoro-phenyl)-piperazine-1-carboxylic acid tert-butyl ester (Intermediate III) (25 g, 0.08 mol), in 1:1 acetone:water (300 mL) was added sodium bicarbonate (15.1 g, 0.18 mol). The resulting solution was cooled to 0° C. and benzyl chloroformate (40 mL, 0.24 mol, 50% solution in toluene) was added dropwise. The reaction mixture was stirred at r.t. and progress of the reaction was monitored by TLC. On completion, solvent was evaporated under reduced pressure and t... Reactants: ClC1=CC2=C(OC3=C(CN2C(=O)Cl)C=CC=C3)C=C1 (8-chlorodibenz[b,f][1,4]-oxazepine-10(11H)-carbonyl chloride), C1CCN(C1)C(=O)CN2CCNCC2 (1-(1-piperazinylacetyl) pyrrolidine). The product is ClC1=CC2=C(OC3=C(CN2C(=O)N2CCN(CC2)CC(=O)N2CCCC2)C=CC=C3)C=C1 (1-[[4-[(8-chlorodibenz[b,f][1,4]oxazepin-10(11H)-yl)carbonyl]-1-piperazinyl]acetyl]pyrrolidine). Yield: 93.1%. As a reaction SMILES: [Cl:1][C:2]1[CH:19]=[CH:18][C:5]2[O:6][C:7]3[CH:17]=[CH:16][CH:15]=[CH:14][C:8]=3[CH2:9][N:10]([C:11](Cl)=[O:12])[C:4]=2[CH:3]=1.[CH2:20]1[CH2:24][N:23]([C:25]([CH2:27][N:28]2[CH2:33][CH2:32][NH:31][CH2:30][CH2:29]2)=[O:26])[CH2:22][CH2:21]1>>[Cl:1][C:2]1[CH:19]=[CH:18][C:5]2[O:6][C:7]3[CH:17]=[CH:16][CH:15]=[CH:14][C:8]=3[CH2:9][N:10]([C:11]([N:31]3[CH2:30][CH2:29][N:28]([CH2:27][C:25]([N:23]4[CH2:22][CH2:21][CH2:20][CH2:24]4)=[O:26])[CH2:33][CH2:32]3)=[O:12])[C:4]=2[CH:3]=1. Procedure details: The title compound of Example 2 (0.75 g, 2.55 mmol) was reacted with 1-(1-piperazinylacetyl) pyrrolidine (0.50 g, 2.55 mmol) by the method of Example 4. Following chromatographic separation, 1.08 g of clear oil title product was obtained. The reactants are CC(C)(C)OC(=O)N1CCCC1CSc1ccc(C(F)(F)F)cc1, O=C([O-])O, [Na+], O=C(O)C(F)(F)F. Product: FC(F)(F)c1ccc(SCC2CCCN2)cc1. Reaction SMILES: [C:1]([O:2][C:3](=[O:4])[N:8]1[CH:9]([CH2:13][S:14][c:15]2[cH:16][cH:17][c:18]([C:21]([F:22])([F:23])[F:24])[cH:19][cH:20]2)[CH2:10][CH2:11][CH2:12]1)([CH3:5])([CH3:6])[CH3:7].[C:25](=[O:26])([OH:27])[O-:28].[Na+:29].[OH:30][C:31]([C:32]([F:33])([F:34])[F:35])=[O:36]>>[NH:8]1[CH:9]([CH2:13][S:14][c:15]2[cH:16][cH:17][c:18]([C:21]([F:22])([F:23])[F:24])[cH:19][cH:20]2)[CH2:10][CH2:11][CH2:12]1. Starting materials: C(#N)C=1C=C(C=CC1F)CC(=O)O ((3-cyano-4-fluorophenyl)acetic acid), Cl.CO (HCl MeOH). The solvent is CO (methanol). Run at time 8 hour. Product: C(#N)C=1C=C(C=CC1F)CC(=O)OC (methyl (3-cyano-4-fluorophenyl)acetate). RXN SMILES: [C:1]([C:3]1[CH:4]=[C:5]([CH2:10][C:11]([OH:13])=[O:12])[CH:6]=[CH:7][C:8]=1[F:9])#[N:2].Cl.[CH3:15]O>CO>[C:1]([C:3]1[CH:4]=[C:5]([CH2:10][C:11]([O:13][CH3:15])=[O:12])[CH:6]=[CH:7][C:8]=1[F:9])#[N:2] |f:1.2|. Reported procedure: A solution of crude (3-cyano-4-fluorophenyl)acetic acid (980 mg, 5.6 mmol) in methanol (10 mL) was added 5 M HCl/MeOH (10 mL). The reaction was stirred at ambient temperature overnight and concentrated. The residue was purified with preparative TLC to afford methyl (3-cyano-4-fluorophenyl)acetate. 1H-NMR (300 MHz, CDCl3) δ ppm 7.49˜7.55 (m, 2H), 7.17 (t, J=8.2 Hz, 1H), 3.71 (s, 3H), 3.63 (s, 2H). Reactants: C(C)(C)(C)OC(CN1C(=NC2=C1C=CC(=C2)N(C(C2=C(C=CC=C2)F)=O)CC2=CC=CC=C2)CCC)=O ({5-[Benzyl-(2-fluoro-benzoyl)-amino]-2-propyl-benzoimidazol-1-yl}-acetic acid tert-butyl ester), C(=O)(C(F)(F)F)O (TFA). The product is C(C1=CC=CC=C1)N(C1=CC2=C(N(C(=N2)CCC)CC(=O)O)C=C1)C(C1=C(C=CC=C1)F)=O ({5-[Benzyl-(2-fluoro-benzoyl)-amino]-2-propyl-benzoimidazol-1-yl}-acetic acid). Reaction SMILES: C([O:5][C:6](=[O:37])[CH2:7][N:8]1[C:12]2[CH:13]=[CH:14][C:15]([N:17]([CH2:27][C:28]3[CH:33]=[CH:32][CH:31]=[CH:30][CH:29]=3)[C:18](=[O:26])[C:19]3[CH:24]=[CH:23][CH:22]=[CH:21][C:20]=3[F:25])=[CH:16][C:11]=2[N:10]=[C:9]1[CH2:34][CH2:35][CH3:36])(C)(C)C.C(O)(C(F)(F)F)=O>>[CH2:27]([N:17]([C:18](=[O:26])[C:19]1[CH:24]=[CH:23][CH:22]=[CH:21][C:20]=1[F:25])[C:15]1[CH:14]=[CH:13][C:12]2[N:8]([CH2:7][C:6]([OH:37])=[O:5])[C:9]([CH2:34][CH2:35][CH3:36])=[N:10][C:11]=2[CH:16]=1)[C:28]1[CH:33]=[CH:32][CH:31]=[CH:30][CH:29]=1. Reported procedure: {5-[Benzyl-(2-fluoro-benzoyl)-amino]-2-propyl-benzoimidazol-1-yl}-acetic acid tert-butyl ester (0.12 mmol) was treated with TFA (2 mL) for 2 hours, concentrated, and purified by preparative LCMS to give the title compound. MS calculated for C26H24FN3O3+H: 446, observed: 446. The reactants are C1(=CC=CC=C1)[C@H]1[C@@H](C1)NCC1CCN(CC1)C(=O)OC(C)(C)C (1,1-Dimethylethyl 4-({[trans-2-phenylcyclopropyl]amino}methyl)-1-piperidinecarboxylate), C([O-])([O-])=O.[K+].[K+] (potassium carbonate), IC (iodomethane). Solvent: C(C)#N (acetonitrile), CN(C=O)C (N,N-dimethylformamide). Reaction conditions: time 4 hour. The product is C1(=CC=CC=C1)[C@H]1[C@@H](C1)NCC1CCNCC1 (4-(((trans-2-Phenylcyclopropyl)amino)methyl)piperidine). The yield is 13.5%. RXN SMILES: [C:1]1([C@@H:7]2[CH2:9][C@H:8]2[NH:10][CH2:11][CH:12]2[CH2:17][CH2:16][N:15](C(OC(C)(C)C)=O)[CH2:14][CH2:13]2)[CH:6]=[CH:5][CH:4]=[CH:3][CH:2]=1.C(=O)([O-])[O-].[K+].[K+].IC>C(#N)C.CN(C)C=O>[C:1]1([C@@H:7]2[CH2:9][C@H:8]2[NH:10][CH2:11][CH:12]2[CH2:17][CH2:16][NH:15][CH2:14][CH2:13]2)[CH:2]=[CH:3][CH:4]=[CH:5][CH:6]=1 |f:1.2.3|. Procedure details: To a solution of tert-butyl 4-(((trans-2-phenylcyclopropyl)amino)methyl)piperidine-1-carboxylate (Example 1, 100 mg, 0.303 mmol) in acetonitrile (2 ml) and N,N-dimethylformamide (DMF) (0.5 ml) was added potassium carbonate (125 mg, 0.908 mmol) followed by iodomethane (0.038 ml, 0.605 mmol). The reaction mixture was stirred for 4 hours at room temperature. The reaction mixture was evaporated. The oil was purified on preparative HPLC (5 to 70% AcCN: H2O gradient with 0.1% formic acid modifier). Th... Solvent: C1(=CC=CC=C1)C (toluene). RXN SMILES: [N+:1]([C:4]1[CH:5]=[N:6][C:7]2[C:12]([C:13]=1[NH:14][CH2:15][CH2:16][CH2:17][CH2:18][OH:19])=[CH:11][CH:10]=[CH:9][CH:8]=2)([O-])=O.[H][H].C(O)C>C1(C)C=CC=CC=1.[Pd]>[NH2:1][C:4]1[CH:5]=[N:6][C:7]2[C:12]([C:13]=1[NH:14][CH2:15][CH2:16][CH2:17][CH2:18][OH:19])=[CH:11][CH:10]=[CH:9][CH:8]=2. Reagents/catalysts: [Pd] (Pd/C). Procedure details: Catalyst (5% Pd/C) was added to a suspension of 4-[(3-nitroquinolin-4-yl)amino]butan-1-ol (18.2 g, 69.6 mmol) in toluene (450 mL) in a Parr vessel. The vessel was placed on a shaker and pressurized with hydrogen. The next day ethanol (60 mL) and additional catalyst were added and the vessel was again pressurized with hydrogen. After 1 hour analysis by TLC indicated that all of the starting material had been consumed. The reaction mixture was filtered through a layer of CELITE filter aid and then... The reactants are [H][H] (hydrogen), [N+](=O)([O-])C=1C=NC2=CC=CC=C2C1NCCCCO (4-[(3-nitroquinolin-4-yl)amino]butan-1-ol), [H][H] (hydrogen), C(C)O (ethanol). Run at time 1 hour. Yields the product NC=1C=NC2=CC=CC=C2C1NCCCCO (4-[(3-aminoquinolin-4-yl)amino]butan-1-ol). Isolated yield 105.6%.